This data is from the Open Reaction Database (ORD), a public repository of structured organic reaction records. The task is: describe an organic reaction: reactants, conditions, products, and yield The reactants are NC(=O)c1ccc(Br)c2c1[nH]c1cc(C=O)ccc12, CCO, Cl, NO, [Na+], [Na+], O=C([O-])[O-]. The product is NC(=O)c1ccc(Br)c2c1[nH]c1cc(C=NO)ccc12. Reaction SMILES: [Br:1][c:2]1[cH:3][cH:4][c:5]([C:17](=[O:18])[NH2:19])[c:6]2[nH:7][c:8]3[cH:9][c:10]([CH:15]=[O:16])[cH:11][cH:12][c:13]3[c:14]12.[CH3:29][CH2:30][OH:31].[ClH:20].[NH2:21][OH:22].[Na+:23].[Na+:24].[O-:25][C:26](=[O:27])[O-:28]>>[Br:1][c:2]1[cH:3][cH:4][c:5]([C:17](=[O:18])[NH2:19])[c:6]2[nH:7][c:8]3[cH:9][c:10]([CH:15]=[N:21][OH:22])[cH:11][cH:12][c:13]3[c:14]12.